The task is: describe an organic reaction: reactants, conditions, products, and yield. This data is from the Open Reaction Database (ORD), a public repository of structured organic reaction records. Starting materials: C(C)OCC (ethyl ether), O[C@H](CC=1C=C(C(=NC1)N1CCN(CC1)C(=O)OC(C)(C)C)F)CO ((R)-tert-butyl 4-(5-(2,3-dihydroxypropyl)-3-fluoropyridin-2-yl)piperazine-1-carboxylate), Cl (HCl). The solvent is ClCCl (dichloromethane), O1CCOCC1 (dioxane). Product: FC=1C=C(C=NC1N1CCNCC1)C[C@H](CO)O ((R)-3-(5-fluoro-6-(piperazin-1-yl)pyridin-3-yl)propane-1,2-diol). Isolated yield 114.3%. As a reaction SMILES: [OH:1][C@@H:2]([CH2:24][OH:25])[CH2:3][C:4]1[CH:5]=[C:6]([F:23])[C:7]([N:10]2[CH2:15][CH2:14][N:13](C(OC(C)(C)C)=O)[CH2:12][CH2:11]2)=[N:8][CH:9]=1.Cl.C(OCC)C>ClCCl.O1CCOCC1>[F:23][C:6]1[CH:5]=[C:4]([CH2:3][C@@H:2]([OH:1])[CH2:24][OH:25])[CH:9]=[N:8][C:7]=1[N:10]1[CH2:11][CH2:12][NH:13][CH2:14][CH2:15]1. Procedure: A solution of 13 (1.40 g, 3.94 mmol) in dichloromethane (10 mL) was stirred with 4 mol/L HCl in dioxane (25 mL) in a closed vessel overnight at room temperature. The resulting suspension was stirred for 1 h with ethyl ether. The solid precipitated was collected by filtration and washed several times with ethyl ether to afford 1.15 g (yield 100%) of 14 as a pale yellow foam (HCl salt). The identity of compound 14 was confirmed by LC/MS and was used directly for the next step. LC/MS (M+1) 256. Starting materials: CI (MeI), O (water), NC=1C(=NC(=C(N1)C1=CC=CC=C1)C1=CNC(C=C1)=O)C#N (3-Amino-6-(6-oxo-1,6-dihydro-3-pyridyl)-5-phenyl-2-pyrazinecarbonitrile), CCOC(=O)C (EtOAc). The solvent is CN(C)C=O (DMF), CC(C)(C)[O-].[K+] (t-BuOK), CN(C)C=O (DMF), CN(C)C=O (DMF). RXN SMILES: [NH2:1][C:2]1[C:3]([C:21]#[N:22])=[N:4][C:5]([C:14]2[CH:19]=[CH:18][C:17](=[O:20])[NH:16][CH:15]=2)=[C:6]([C:8]2[CH:13]=[CH:12][CH:11]=[CH:10][CH:9]=2)[N:7]=1.CI.[CH3:25]COC(C)=O.O>CN(C=O)C.CC([O-])(C)C.[K+]>[NH2:1][C:2]1[C:3]([C:21]#[N:22])=[N:4][C:5]([C:14]2[CH:19]=[CH:18][C:17](=[O:20])[N:16]([CH3:25])[CH:15]=2)=[C:6]([C:8]2[CH:13]=[CH:12][CH:11]=[CH:10][CH:9]=2)[N:7]=1 |f:5.6|. Yields the product NC=1C(=NC(=C(N1)C1=CC=CC=C1)C1=CN(C(C=C1)=O)C)C#N (3-amino-6-(1-methyl-6-oxo-1,6-dihydro-3-pyridyl)-5-phenyl-2-pyrazinecarbonitrile). Reported procedure: 3-Amino-6-(6-oxo-1,6-dihydro-3-pyridyl)-5-phenyl-2-pyrazinecarbonitrile (58 mg) was dissolved in DMF (1 ml). To the solution were added 1M MeI solution in DMF (0.22 ml) and 0.1M t-BuOK solution in DMF (2.2 ml). The mixture was stirred at 20-30° C. for 2 hours. The reaction mixture was portioned EtOAc and water. The organic layer was separated. The aqueous layer was extracted with EtOAc. The combined organic solution was washed with brine and dried over MgSO4. Evaporation of solvent gave oily res... Reaction conditions: temperature 25 celsius, time 2 hour. Reactants: C(C)(C)(C)OC(=O)N1C[C@H]([C@H](CC1)COC(C)=O)O ((±)-cis-4-acetoxymethyl-3-hydroxy-piperidine-1-carboxylic acid tert-butyl ester), C(C)(C)N(C(C)C)CC (N,N-diisopropylethyl amine), ClCOC (chloromethylmethyl ether). Solvent: C(Cl)Cl (DCM). Reaction conditions: temperature 0 celsius, time 12 hour. The product is C(C)(C)(C)OC(=O)N1C[C@H]([C@H](CC1)COC(C)=O)OCOC ((±)-cis-4-acetoxymethyl-3-methoxymethoxy-piperidine-1-carboxylic acid tert-butyl ester). Isolated yield 93.1%. Reaction SMILES: [C:1]([O:5][C:6]([N:8]1[CH2:13][CH2:12][C@H:11]([CH2:14][O:15][C:16](=[O:18])[CH3:17])[C@H:10]([OH:19])[CH2:9]1)=[O:7])([CH3:4])([CH3:3])[CH3:2].C(N(CC)C(C)C)(C)C.Cl[CH2:30][O:31][CH3:32]>C(Cl)Cl>[C:1]([O:5][C:6]([N:8]1[CH2:13][CH2:12][C@H:11]([CH2:14][O:15][C:16](=[O:18])[CH3:17])[C@H:10]([O:19][CH2:30][O:31][CH3:32])[CH2:9]1)=[O:7])([CH3:4])([CH3:2])[CH3:3]. Procedure details: To a solution of (±)-cis-4-acetoxymethyl-3-hydroxy-piperidine-1-carboxylic acid tert-butyl ester (45.0 mmol, 12.3 g) in anhydrous DCM (100 mL) at room temperature was added N,N-diisopropylethyl amine (180 mmol, 31.4 mL). The reaction mixture was cooled to 0° C. using an ice bath. To this was added chloromethylmethyl ether (135 mmol, 11.4 mL) dropwise over 15 minutes. After completion of addition, the reaction was stirred for 12 hours while coming to room temperature. All volatiles were removed u... The reactants are CCCC1=NC2=C(C=C(C=C2N1)C3=NC4=CC=CC=C4N3C)C (1H-Benzimidazole-2-n-propyl-4-methyl-6-(1′-methyl benzimidazole-2′-yl)), CS(=O)C (dimethyl sulfoxide), [OH-].[Na+] (sodium hydroxide), COC(=O)C=1C(=CC=C(C1)CBr)C1=CC=CC=C1 (methyl-4-(bromomethyl)biphenyl-2-carboxylate). The solvent is O (water), C(C)(=O)O (acetic acid), CC(=O)C (acetone), ClCCl (dichloromethane). Conditions: temperature 27.5 celsius, time 2 hour. The product is C(CC)C1=NC2=C(N1CC1=CC=C(C=C1)C=1C(=CC=CC1)C(=O)O)C=C(C=C2C)C2=NC1=C(N2C)C=CC=C1 (4′-[2-n-propyl-4-methyl-6-(1-methyl benzimidazol-2-yl)benzimidazol-1-yl methyl]biphenyl-2-carboxylic acid). Yield: 80.0%. RXN SMILES: [CH3:1][CH2:2][CH2:3][C:4]1[NH:12][C:11]2[C:6](=[C:7]([CH3:23])[CH:8]=[C:9]([C:13]3[N:21]([CH3:22])[C:20]4[C:15](=[CH:16][CH:17]=[CH:18][CH:19]=4)[N:14]=3)[CH:10]=2)[N:5]=1.[CH3:24]S(C)=O.[OH-].[Na+].C[O:31][C:32]([C:34]1[C:35]([C:42]2[CH:47]=[CH:46][CH:45]=[CH:44][CH:43]=2)=[CH:36][CH:37]=[C:38](CBr)[CH:39]=1)=[O:33]>CC(C)=O.ClCCl.C(O)(=O)C.O>[CH2:3]([C:4]1[N:12]([CH2:24][C:45]2[CH:44]=[CH:43][C:42]([C:35]3[C:34]([C:32]([OH:31])=[O:33])=[CH:39][CH:38]=[CH:37][CH:36]=3)=[CH:47][CH:46]=2)[C:11]2[CH:10]=[C:9]([C:13]3[N:21]([CH3:22])[C:20]4[CH:19]=[CH:18][CH:17]=[CH:16][C:15]=4[N:14]=3)[CH:8]=[C:7]([CH3:23])[C:6]=2[N:5]=1)[CH2:2][CH3:1] |f:2.3|. Procedure: 50 gm of [1H-Benzimidazole-2-n-propyl-4-methyl-6-(1′-methyl benzimidazole-2′-yl)] was added to 200 ml dimethyl sulfoxide and 50 gm of sodium hydroxide. To this was added 60 gm of methyl-4-(bromomethyl)biphenyl-2-carboxylate at ambient temperature. The contents were stirred for 2 hours at 25-30° C. and then heated to 40-50 and maintained for 2 hours. About 500 ml water was added to the reaction mixture and acidified with acetic acid to pH 4.2, extract4ed twice with 250 ml of dichloromethane and t... Starting materials: NN (hydrazine), ClC1=C(C#N)C=CC=C1 (2-chlorobenzonitrile), N(=O)[O-].[Na+] (sodium nitrite). The solvent is CO (methanol). Run at time 5 hour. Product: ClC1=C(C=CC=C1)C1=NN=NN1 (5-(2-chlorophenyl)tetrazole). Reaction SMILES: [Cl:1][C:2]1[CH:9]=[CH:8][CH:7]=[CH:6][C:3]=1[C:4]#[N:5].[NH2:10][NH2:11].[N:12]([O-])=O.[Na+]>CO>[Cl:1][C:2]1[CH:9]=[CH:8][CH:7]=[CH:6][C:3]=1[C:4]1[NH:5][N:12]=[N:11][N:10]=1 |f:2.3|. Procedure: First, 71.2 mmol of 2-chlorobenzonitrile was dissolved in 50 ml of methanol, and 356 mmol of hydrazine and 35.6 mmol of 28% methylate were added thereto, followed by keeping at the reflux temperature for 5 hours. The reaction mixture was concentrated under reduced pressure. The residue was dissolved in 50 ml of 50% hydrochloric acid, and 74.8 mmol of sodium nitrite was added thereto at 0° C. to cause reaction. The reaction mixture was extracted with ethyl acetate to give 5-(2-chlorophenyl)tetraz... Starting materials: NC1=C(C=C(C=C1)C(C(=O)OCC)C)O (Ethyl 2-(4-amino-3-hydroxyphenyl)propanoate), ClCC(=O)Cl (chloroacetyl chloride). Solvent: CC(CC(C)=O)C (4-methyl-2-pentanone), CC(CC(C)=O)C (4-methyl-2-pentanone), O (H2O). Conditions: temperature 80 celsius, time 12 hour. Product: ClCC(=O)NC1=C(C=C(C=C1)C(C(=O)OCC)C)O (ethyl 2-(4-(2-chloroacetamido)-3-hydroxyphenyl)propanoate). As a reaction SMILES: [NH2:1][C:2]1[CH:7]=[CH:6][C:5]([CH:8]([CH3:14])[C:9]([O:11][CH2:12][CH3:13])=[O:10])=[CH:4][C:3]=1[OH:15].[Cl:16][CH2:17][C:18](Cl)=[O:19]>CC(C)CC(=O)C.O>[Cl:16][CH2:17][C:18]([NH:1][C:2]1[CH:7]=[CH:6][C:5]([CH:8]([CH3:14])[C:9]([O:11][CH2:12][CH3:13])=[O:10])=[CH:4][C:3]=1[OH:15])=[O:19]. Procedure: A solution of Ethyl 2-(4-amino-3-hydroxyphenyl)propanoate (101 mg, 0.483 mmol) in 4-methyl-2-pentanone (4 mL) was added chloroacetyl chloride (58 mg, 0.514 mmol) in 4-methyl-2-pentanone (2 mL) at room temperature. The reaction mixture was stirred for 12 hrs at 80° C. then cooled to room temperature. The mixture was diluted with H2O and extracted with EtOAc. The organic layer was dried over MgSO4, filtered, and concentrated in vacuo. The residue was purified by flash column chromatography on sili... The reactants are Cl2Pd(AmPhos), CN1CCC(=CC1)B1OC(C(O1)(C)C)(C)C (1-methyl-4-(4,4,5,5-tetramethyl-1,3,2-dioxaborolan-2-yl)-1,2,3,6-tetrahydropyridine), BrC1=C(C=C(C=C1)C(F)(F)F)C1=C2CCN(CC2=CC=C1)S(=O)(=O)NC=1SC(=CN1)F (5-(2-bromo-5-(trifluoromethyl)phenyl)-N-(5-fluorothiazol-2-yl)-3,4-dihydroisoquinoline-2(1H)-sulfonamide), P(=O)([O-])([O-])[O-].[K+].[K+].[K+] (potassium phosphate). The solvent is O1CCOCC1 (dioxane), O (water), CCOC(=O)C (EtOAc). Yields the product FC1=CN=C(S1)NS(=O)(=O)N1CC2=CC=CC(=C2CC1)C1=C(C=CC(=C1)C(F)(F)F)C=1CCN(CC1)C (N-(5-fluorothiazol-2-yl)-5-(2-(1-methyl-1,2,3,6-tetrahydropyridin-4-yl)-5-(trifluoromethyl)phenyl)-3,4-dihydroisoquinoline-2(1H)-sulfonamide). The yield is 10.3%. As a reaction SMILES: [CH3:1][N:2]1[CH2:7][CH:6]=[C:5](B2OC(C)(C)C(C)(C)O2)[CH2:4][CH2:3]1.Br[C:18]1[CH:23]=[CH:22][C:21]([C:24]([F:27])([F:26])[F:25])=[CH:20][C:19]=1[C:28]1[CH:37]=[CH:36][CH:35]=[C:34]2[C:29]=1[CH2:30][CH2:31][N:32]([S:38]([NH:41][C:42]1[S:43][C:44]([F:47])=[CH:45][N:46]=1)(=[O:40])=[O:39])[CH2:33]2.P([O-])([O-])([O-])=O.[K+].[K+].[K+]>O1CCOCC1.O.CCOC(C)=O>[F:47][C:44]1[S:43][C:42]([NH:41][S:38]([N:32]2[CH2:31][CH2:30][C:29]3[C:34](=[CH:35][CH:36]=[CH:37][C:28]=3[C:19]3[CH:20]=[C:21]([C:24]([F:26])([F:25])[F:27])[CH:22]=[CH:23][C:18]=3[C:5]3[CH2:4][CH2:3][N:2]([CH3:1])[CH2:7][CH:6]=3)[CH2:33]2)(=[O:39])=[O:40])=[N:46][CH:45]=1 |f:2.3.4.5|. Procedure details: A solution of Cl2Pd(AmPhos) (Sigma-Aldrich, St. Louis, Mo., 0.014 g, 0.019 mmol), 1-methyl-4-(4,4,5,5-tetramethyl-1,3,2-dioxaborolan-2-yl)-1,2,3,6-tetrahydropyridine (0.054 g, 0.242 mmol), 5-(2-bromo-5-(trifluoromethyl)phenyl)-N-(5-fluorothiazol-2-yl)-3,4-dihydroisoquinoline-2(1H)-sulfonamide (0.104 g, 0.194 mmol), and potassium phosphate (0.165 g, 0.776 mmol) in 2 mL dioxane and 1 mL water, was heated to 110° C. 2 hours. The reaction mixture was allowed to cool to room temperature, was diluted ...